Dataset: the Open Reaction Database (ORD), a public repository of structured organic reaction records. Task: describe an organic reaction: reactants, conditions, products, and yield Reactants: C(C)(=O)SCC(C(=O)NC1=CC=CC(=N1)C(=O)OC)C (methyl 6-(2-acetylthiomethyl-propionamido)-picolinate), C(C)(=O)SCC(C(=O)NC1=C(C(=O)OC)C=CC=N1)C (methyl 2-(2-acetylthiomethyl-propionamido)-nicotinate). The product is SCC(C(=O)NC1=CC=CC(=N1)C(=O)O)C (6-(2-mercaptomethyl-propionamido)-picolinic acid). RXN SMILES: C([S:4][CH2:5][CH:6]([CH3:20])[C:7]([NH:9][C:10]1[N:15]=[C:14]([C:16]([O:18]C)=[O:17])[CH:13]=[CH:12][CH:11]=1)=[O:8])(=O)C.C(SCC(C)C(NC1N=CC=CC=1C(OC)=O)=O)(=O)C>>[SH:4][CH2:5][CH:6]([CH3:20])[C:7]([NH:9][C:10]1[N:15]=[C:14]([C:16]([OH:18])=[O:17])[CH:13]=[CH:12][CH:11]=1)=[O:8]. Reported procedure: Following the procedure of Example 3, but substituting an equivalent amount of methyl 6-(2-acetylthiomethyl-propionamido)-picolinate, obtained as disclosed in Example 9, for methyl 2-(2-acetylthiomethyl-propionamido)-nicotinate, 6-(2-mercaptomethyl-propionamido)-picolinic acid is obtained; m.p. 178°-179° C., from acetone/ethyl acetate. Starting materials: ClC1=C(C=CC=C1)C1=CC=C(C=C1)C(CCC(=O)O)=O (4-(2'-chloro-4-biphenylyl)-4-oxo-butyric acid), [Na] (sodium), C1(CCCCC1)N (cyclohexylamine), C(C(C)C)N (isobutylamine). Run in C(C)O (ethanol), O (water), C(C)(C)O (isopropanol). The product is ClC1=C(C=CC=C1)C1=CC=C(C=C1)C(CCC(=O)O)O (4-(2'-Chloro-4-biphenylyl)-4-hydroxy-butyric acid). Yield: 55.0%. As a reaction SMILES: [Cl:1][C:2]1[CH:7]=[CH:6][CH:5]=[CH:4][C:3]=1[C:8]1[CH:13]=[CH:12][C:11]([C:14](=[O:20])[CH2:15][CH2:16][C:17]([OH:19])=[O:18])=[CH:10][CH:9]=1.C1(N)CCCCC1.C(N)C(C)C.[Na]>C(O)C.C(O)(C)C.O>[Cl:1][C:2]1[CH:7]=[CH:6][CH:5]=[CH:4][C:3]=1[C:8]1[CH:13]=[CH:12][C:11]([CH:14]([OH:20])[CH2:15][CH2:16][C:17]([OH:19])=[O:18])=[CH:10][CH:9]=1 |^1:32|. Reported procedure: Prepared analogous to example 25 from 4-(2'-chloro-4-biphenylyl)-4-oxo-butyric acid. Yield: 55% of theory. Melting point of the cyclohexylamine salt: 157°-158° C. (from water); melting point of the isobutylamine salt: 131°-133° C. (from isopropanol); the sodium salt has a double melting point of 90°-95° C. and 130°-133° C. (from ethanol). Yields the product CC1=C(C(C(=C(C1=O)C)C)=O)C(CCC\C=C/CO)C1=CC=CC=C1 ((Z)-7-(3,5,6-trimethyl-1,4-benzoquinon-2-yl)-7-phenyl-2-hepten-1-ol). Reaction SMILES: N1C2C(=CC=CC=2)C=CC=1.[CH3:11][C:12]1[C:17](=[O:18])[C:16]([CH3:19])=[C:15]([CH3:20])[C:14](=[O:21])[C:13]=1[CH:22]([C:30]1[CH:35]=[CH:34][CH:33]=[CH:32][CH:31]=1)[CH2:23][CH2:24][CH2:25][C:26]#[C:27][CH2:28][OH:29]>C(OCC)(=O)C>[CH3:11][C:12]1[C:17](=[O:18])[C:16]([CH3:19])=[C:15]([CH3:20])[C:14](=[O:21])[C:13]=1[CH:22]([C:30]1[CH:31]=[CH:32][CH:33]=[CH:34][CH:35]=1)[CH2:23][CH2:24][CH2:25]/[CH:26]=[CH:27]\[CH2:28][OH:29]. Procedure: Rindler catalyst (90 mg) and quinoline (15 μl) were added to a solution of 7-(3,5,6-trimethyl-1,4-benzoquinon -2-yl)-7-phenyl-2-heptyn-1-ol (1.01 g, 3.0 mmole) in ethyl acetate (20 ml), and catalytic reduction was carried out at room temperature. 3 Hours later, when absorption (73 ml) of hydrogen was almost stopped, the reaction was suspended and the catalyst was filtered out. The ethyl acetate was distilled off under reduced pressure, and the residue was chromatographed on a silica gel column t... The reactants are N1=CC=CC2=CC=CC=C12 (quinoline), CC1=C(C(C(=C(C1=O)C)C)=O)C(CCCC#CCO)C1=CC=CC=C1 (7-(3,5,6-trimethyl-1,4-benzoquinon -2-yl)-7-phenyl-2-heptyn-1-ol). Isolated yield 93.6%. Solvent: C(C)(=O)OCC (ethyl acetate). Reagents/catalysts: catalyst.